This data is from the Open Reaction Database (ORD), a public repository of structured organic reaction records. The task is: describe an organic reaction: reactants, conditions, products, and yield RXN SMILES: [CH2:1]([c:2]1[cH:3][cH:4][cH:5][cH:6][cH:7]1)[O:8][CH2:9][C:10]1=[CH:11][C:12](=[O:15])[CH2:13][CH2:14]1.[CH3:17][CH2:18][O:19][CH2:20][CH3:21].[ClH:16]>>[CH2:1]([c:2]1[cH:3][cH:4][cH:5][cH:6][cH:7]1)[O:8][CH2:9][CH:10]1[CH2:11][C:12](=[O:15])[CH2:13][CH2:14]1. Starting materials: O=C1C=C(COCc2ccccc2)CC1, CCOCC, Cl. The product is O=C1CCC(COCc2ccccc2)C1. Starting materials: CC(C)(C)OC(=O)N1CCCC1C(=O)Nc1ccc(-c2ccccc2S(C)(=O)=O)cc1C(F)(F)F, ClCCl, O=C(O)C(F)(F)F. Yields the product CS(=O)(=O)c1ccccc1-c1ccc(NC(=O)C2CCCN2)c(C(F)(F)F)c1. As a reaction SMILES: [C:1]([O:2][C:3](=[O:4])[N:8]1[CH:9]([C:13]([NH:14][c:15]2[c:16]([C:31]([F:32])([F:33])[F:34])[cH:17][c:18](-[c:21]3[c:22]([S:27](=[O:28])(=[O:29])[CH3:30])[cH:23][cH:24][cH:25][cH:26]3)[cH:19][cH:20]2)=[O:35])[CH2:10][CH2:11][CH2:12]1)([CH3:5])([CH3:6])[CH3:7].[Cl:43][CH2:44][Cl:45].[OH:36][C:37]([C:38]([F:39])([F:40])[F:41])=[O:42]>>[NH:8]1[CH:9]([C:13]([NH:14][c:15]2[c:16]([C:31]([F:32])([F:33])[F:34])[cH:17][c:18](-[c:21]3[c:22]([S:27](=[O:28])(=[O:29])[CH3:30])[cH:23][cH:24][cH:25][cH:26]3)[cH:19][cH:20]2)=[O:35])[CH2:10][CH2:11][CH2:12]1. Reactants: Clc1cccc(N2CCNCC2)c1, CCOC(=O)Nc1nc2ccc(F)cc2nc1OC. Product: COc1nc2cc(F)ccc2nc1NC(=O)N1CCN(c2cccc(Cl)c2)CC1. RXN SMILES: [Cl:20][c:21]1[cH:22][cH:23][cH:24][c:25]([N:27]2[CH2:28][CH2:29][NH:30][CH2:31][CH2:32]2)[cH:26]1.[F:1][c:2]1[cH:3][c:4]2[n:5][c:6]([O:18][CH3:19])[c:7]([NH:12][C:13]([O:14][CH2:15][CH3:16])=[O:17])[n:8][c:9]2[cH:10][cH:11]1>>[F:1][c:2]1[cH:3][c:4]2[n:5][c:6]([O:18][CH3:19])[c:7]([NH:12][C:13](=[O:17])[N:30]3[CH2:29][CH2:28][N:27]([c:25]4[cH:24][cH:23][cH:22][c:21]([Cl:20])[cH:26]4)[CH2:32][CH2:31]3)[n:8][c:9]2[cH:10][cH:11]1. Starting materials: FC(F)(F)C1=NN=C(S1)N=C=O (trifluoromethyl-1,3,4-thiadiazol-2-yl isocyanate), dimethyl acetal, CNCCC=O (3-methylaminopropionaldehyde). The solvent is C1=CC=CC=C1 (benzene), C1=CC=CC=C1 (benzene). Yields the product dimethyl acetal, CN(C(=O)NC=1SC(=NN1)C(F)(F)F)CCC=O (3-[1-methyl-3-(5-trifluoromethyl-1,3,4-thiadiazol-2-yl)ureido]propionaldehyde). Reaction SMILES: [F:1][C:2]([C:5]1[S:9][C:8]([N:10]=[C:11]=[O:12])=[N:7][N:6]=1)([F:4])[F:3].[CH3:13][NH:14][CH2:15][CH2:16][CH:17]=[O:18]>C1C=CC=CC=1>[CH3:13][N:14]([CH2:15][CH2:16][CH:17]=[O:18])[C:11]([NH:10][C:8]1[S:9][C:5]([C:2]([F:3])([F:1])[F:4])=[N:6][N:7]=1)=[O:12]. Procedure: A mixture of 5 trifluoromethyl-1,3,4-thiadiazol-2-yl isocyanate dimer (9.5 grams), the dimethyl acetal of 3-methylaminopropionaldehyde (5.8 grams) and benzene (60 ml) are charged into a glass reaction vessel equipped with a mechanical stirrer and reflux condenser. The reaction mixture is heated at reflux for a period of about 15 minutes. After this time the mixture is stripped of benzene under reduced pressure to yield a solid product as the residue. This product is recrystallized to yield the d... Starting materials: N[C@@H](CC1=CNC2=CC=CC=C12)C(=O)OCC1=CC=CC=C1.FC(F)(F)C(=O)O (Trp-OBn.TFA), C(=O)(O)[O-].[Na+] (NaHCO3), N([C@@H](CC1=CN(C=N1)C(=O)OCC1=CC=CC=C1)C(=O)O)C(=O)OCC1=CC=CC=C1 (CBZ-L-His(CBZ)-OH), C(C)N1CCOCC1 (N-ethyl morpholine), ClC(=O)OCC(C)C (i-butyl chloroformate). The solvent is C1CCOC1 (THF), CCOC(=O)C (EtOAc), C1CCOC1 (THF), CN(C)C=O (DMF). Conditions: temperature -18 celsius, time 1 hour. The product is N([C@@H](CC1=CN(C=N1)C(=O)OCC1=CC=CC=C1)C(=O)N[C@@H](CC1=CNC2=CC=CC=C12)C(=O)OCC1=CC=CC=C1)C(=O)OCC1=CC=CC=C1 (CBZ-His(CBZ)-Trp-OBn). Yield: 90.9%. Reaction SMILES: [NH:1]([C:22]([O:24][CH2:25][C:26]1[CH:31]=[CH:30][CH:29]=[CH:28][CH:27]=1)=[O:23])[C@H:2]([C:19]([OH:21])=O)[CH2:3][C:4]1[N:8]=[CH:7][N:6](C(OCC2C=CC=CC=2)=O)[CH:5]=1.C(N1[CH2:39][CH2:38]OCC1)C.Cl[C:41]([O:43][CH2:44][CH:45]([CH3:47])[CH3:46])=[O:42].[NH2:48][C@H:49]([C:60]([O:62][CH2:63][C:64]1[CH:69]=[CH:68][CH:67]=[CH:66][CH:65]=1)=[O:61])[CH2:50][C:51]1[C:59]2[C:54](=[CH:55][CH:56]=[CH:57][CH:58]=2)[NH:53][CH:52]=1.F[C:71](C(O)=O)(F)F.C([O-])(O)=O.[Na+]>C1COCC1.CN(C=O)C.CCOC(C)=O>[NH:1]([C:22]([O:24][CH2:25][C:26]1[CH:27]=[CH:28][CH:29]=[CH:30][CH:31]=1)=[O:23])[C@H:2]([C:19]([NH:48][C@H:49]([C:60]([O:62][CH2:63][C:64]1[CH:69]=[CH:68][CH:67]=[CH:66][CH:65]=1)=[O:61])[CH2:50][C:51]1[C:59]2[C:54](=[CH:55][CH:56]=[CH:57][CH:58]=2)[NH:53][CH:52]=1)=[O:21])[CH2:3][C:4]1[N:8]=[CH:7][N:6]([C:41]([O:43][CH2:44][C:45]2[CH:47]=[CH:39][CH:38]=[CH:71][CH:46]=2)=[O:42])[CH:5]=1 |f:3.4,5.6|. Procedure: To a solution of CBZ-L-His(CBZ)-OH (0.136 g, 0.32 mmol) and N-ethyl morpholine (32 L, 0.25 mmol) in THF (1 mL) and DMF (0.1 mL) at −18° C. was added i-butyl chloroformate (42 L, 0.32 mmol). After an activation period of 10 min a solution of 7 (0.100 g, 0.25 mmol) and N-ethyl morpoholine (42 L, 0.33 mmol) in THF (1 mL) was added dropwise. The reaction mixture was stirred under nitrogen at −18° C. for 1 h then overnight at room temperature. The reaction mixture was cooled to 0° C. followed by addi... The product is CC(C)(C)OC(=O)CCc1ccc(O)cc1COCc1ccccc1. Starting materials: CC(C)(C)OC(=O)CCc1ccc(O[Si](c2ccccc2)(c2ccccc2)C(C)(C)C)cc1COCc1ccccc1, C1CCOC1, CCCC[N+](CCCC)(CCCC)CCCC, [F-]. Reaction SMILES: [C:1]([CH3:2])([CH3:3])([CH3:4])[O:5][C:6]([CH2:7][CH2:8][c:9]1[c:10]([CH2:33][O:34][CH2:35][c:36]2[cH:37][cH:38][cH:39][cH:40][cH:41]2)[cH:11][c:12]([O:15][Si:16]([C:17]([CH3:18])([CH3:19])[CH3:20])([c:21]2[cH:22][cH:23][cH:24][cH:25][cH:26]2)[c:27]2[cH:28][cH:29][cH:30][cH:31][cH:32]2)[cH:13][cH:14]1)=[O:42].[CH2:61]1[O:62][CH2:63][CH2:64][CH2:65]1.[CH3:44][CH2:45][CH2:46][CH2:47][N+:48]([CH2:49][CH2:50][CH2:51][CH3:52])([CH2:53][CH2:54][CH2:55][CH3:56])[CH2:57][CH2:58][CH2:59][CH3:60].[F-:43]>>[C:1]([CH3:2])([CH3:3])([CH3:4])[O:5][C:6]([CH2:7][CH2:8][c:9]1[c:10]([CH2:33][O:34][CH2:35][c:36]2[cH:37][cH:38][cH:39][cH:40][cH:41]2)[cH:11][c:12]([OH:15])[cH:13][cH:14]1)=[O:42]. Reactants: FC=1C=CC2=C(N=C(N2)C(CC(C(F)(F)F)=O)=O)C1 (1-(6-fluorobenzimidazol-2-yl)-4,4,4-trifluorobutane-1,3-dione), Cl.CS(=O)(=O)C1=CC=C(C=C1)NN (4-methylsulfonylphenylhydrazine hydrochloride). Product: FC=1C=CC2=C(N=C(N2)C2=CC(=NN2C2=CC=C(C=C2)S(=O)(=O)C)C(F)(F)F)C1 (6-fluoro-2-[1-(4-methylsulfonylphenyl)-3-trifluoromethyl-1H-pyrazol-5-yl]benzimidazole). Yield: 25.0%. As a reaction SMILES: [F:1][C:2]1[CH:3]=[CH:4][C:5]2[NH:9][C:8]([C:10](=O)[CH2:11][C:12](=O)[C:13]([F:16])([F:15])[F:14])=[N:7][C:6]=2[CH:19]=1.Cl.[CH3:21][S:22]([C:25]1[CH:30]=[CH:29][C:28]([NH:31][NH2:32])=[CH:27][CH:26]=1)(=[O:24])=[O:23]>>[F:1][C:2]1[CH:3]=[CH:4][C:5]2[NH:9][C:8]([C:10]3[N:31]([C:28]4[CH:27]=[CH:26][C:25]([S:22]([CH3:21])(=[O:24])=[O:23])=[CH:30][CH:29]=4)[N:32]=[C:12]([C:13]([F:16])([F:15])[F:14])[CH:11]=3)=[N:7][C:6]=2[CH:19]=1 |f:1.2|. Procedure: The procedure of Example 9 was repeated using 1-(6-fluorobenzimidazol-2-yl)-4,4,4-trifluorobutane-1,3-dione and 4-methylsulfonylphenylhydrazine hydrochloride as the starting materials to obtain 6-fluoro-2-[1-(4-methylsulfonylphenyl)-3-trifluoromethyl-1H-pyrazol-5-yl]benzimidazole (yield, 25%).